From a dataset of the Open Reaction Database (ORD), a public repository of structured organic reaction records. describe an organic reaction: reactants, conditions, products, and yield Starting materials: Fc1ccc(CBr)cc1Cl, CS(C)=O, NC(=O)C1CCCCC1NS(=O)(=O)c1ccc(Cl)cc1. The product is NC(=O)C1CCCCC1N(Cc1ccc(F)c(Cl)c1)S(=O)(=O)c1ccc(Cl)cc1. Reaction SMILES: [Br:21][CH2:22][c:23]1[cH:24][c:25]([Cl:30])[c:26]([F:29])[cH:27][cH:28]1.[CH3:31][S:32]([CH3:33])=[O:34].[Cl:1][c:2]1[cH:3][cH:4][c:5]([S:8](=[O:9])(=[O:10])[NH:11][CH:12]2[CH:13]([C:18](=[O:19])[NH2:20])[CH2:14][CH2:15][CH2:16][CH2:17]2)[cH:6][cH:7]1>>[Cl:1][c:2]1[cH:3][cH:4][c:5]([S:8](=[O:9])(=[O:10])[N:11]([CH:12]2[CH:13]([C:18](=[O:19])[NH2:20])[CH2:14][CH2:15][CH2:16][CH2:17]2)[CH2:22][c:23]2[cH:24][c:25]([Cl:30])[c:26]([F:29])[cH:27][cH:28]2)[cH:6][cH:7]1.